This data is from the Open Reaction Database (ORD), a public repository of structured organic reaction records. The task is: describe an organic reaction: reactants, conditions, products, and yield The reactants are C1(NCCN2C1=NC1=C2C=CC=C1)=O (3,4-Dihydropyrazino[1,2-a]benzoimidazole-1-one). The reagents and catalysts are [Pd] (palladium on carbon). Run in C(C)(=O)O (acetic acid). Reaction conditions: temperature 95 celsius, time 16 hour. The product is C1(NCCN2C1=NC1=C2CCCC1)=O (3,4,6,7,8,9-Hexahydropyrazino[1,2-a]benzoimidazole-1-one). Yield: 71.1%. As a reaction SMILES: [C:1]1(=[O:14])[C:6]2=[N:7][C:8]3[CH:13]=[CH:12][CH:11]=[CH:10][C:9]=3[N:5]2[CH2:4][CH2:3][NH:2]1>[Pd].C(O)(=O)C>[C:1]1(=[O:14])[C:6]2=[N:7][C:8]3[CH2:13][CH2:12][CH2:11][CH2:10][C:9]=3[N:5]2[CH2:4][CH2:3][NH:2]1. Procedure details: A 250-mL stainless steel pressure reactor was charged with 10% palladium on carbon (50% wet, 150 mg dry weight) and a solution of 152b (670 mg, 3.58 mmol) in acetic acid (25 mL). The reactor was evacuated, charged with hydrogen gas to a pressure of 350 psi and stirred at 95° C. for 16 h. After this time, the hydrogen was evacuated, and nitrogen was charged into the reactor. Celite 521 (1.00 g) was added, and the mixture was filtered through a pad of Celite 521. The filter cake was washed with et... Starting materials: CCOC(C)=O, O=[N+]([O-])c1cccc(OCc2cn(C(c3ccccc3)(c3ccccc3)c3ccccc3)cn2)c1. Product: Nc1cccc(OCc2cn(C(c3ccccc3)(c3ccccc3)c3ccccc3)cn2)c1. As a reaction SMILES: [CH3:36][CH2:37][O:38][C:39](=[O:40])[CH3:41].[N+:1]([O-:2])(=[O:3])[c:4]1[cH:5][c:6]([O:7][CH2:8][c:9]2[n:10][cH:11][n:12]([C:14]([c:15]3[cH:16][cH:17][cH:18][cH:19][cH:20]3)([c:21]3[cH:22][cH:23][cH:24][cH:25][cH:26]3)[c:27]3[cH:28][cH:29][cH:30][cH:31][cH:32]3)[cH:13]2)[cH:33][cH:34][cH:35]1>>[NH2:1][c:4]1[cH:5][c:6]([O:7][CH2:8][c:9]2[n:10][cH:11][n:12]([C:14]([c:15]3[cH:16][cH:17][cH:18][cH:19][cH:20]3)([c:21]3[cH:22][cH:23][cH:24][cH:25][cH:26]3)[c:27]3[cH:28][cH:29][cH:30][cH:31][cH:32]3)[cH:13]2)[cH:33][cH:34][cH:35]1.